The task is: describe an organic reaction: reactants, conditions, products, and yield. This data is from the Open Reaction Database (ORD), a public repository of structured organic reaction records. Product: crude intermediate, ClC1=NC(=NC(=C1)OC(C(F)(F)F)C1=CC2=CC=C(C=C2C=C1)OC)N (4-chloro-6-[2,2,2-trifluoro-1-(6-methoxy-naphthalene-2-yl)-ethoxy]-pyrimidin-2-ylamine). Run at temperature 80 celsius, time 12 hour. Isolated yield 104.2%. Starting materials: NC1=NC(=CC(=N1)Cl)Cl (2-Amino 4,6-dichloro pyrimidine), FC(C(O)C1=CC2=CC=C(C=C2C=C1)OC)(F)F (2,2,2-trifluoro-1-(6-methoxy-naphthalen-2-yl)-ethanol), [H-].[Na+] (NaH). Reported procedure: 2-Amino 4,6-dichloro pyrimidine (0.096 g, 0.6 mmol), 2,2,2-trifluoro-1-(6-methoxy-naphthalen-2-yl)-ethanol (0.140 g, 0.55 mmol), and NaH (96 mg, 0.60 mmol) were added to anhydrous dioxane (20 ml) under a nitrogen atmosphere. The reaction was stirred at 80° C. for 12 hours, cooled to room temperature, and quenched with water (0.2 ml). The reaction mixture was concentrated, and the residue dissolved in CH2Cl2 (50 ml), washed with water (20 ml), brine (20 ml) dried (Na2SO4) and concentrated to affo... RXN SMILES: [NH2:1][C:2]1[N:7]=[C:6](Cl)[CH:5]=[C:4]([Cl:9])[N:3]=1.[F:10][C:11]([F:27])([F:26])[CH:12]([C:14]1[CH:23]=[CH:22][C:21]2[C:16](=[CH:17][CH:18]=[C:19]([O:24][CH3:25])[CH:20]=2)[CH:15]=1)[OH:13].[H-].[Na+]>O1CCOCC1>[Cl:9][C:4]1[CH:5]=[C:6]([O:13][CH:12]([C:14]2[CH:23]=[CH:22][C:21]3[C:16](=[CH:17][CH:18]=[C:19]([O:24][CH3:25])[CH:20]=3)[CH:15]=2)[C:11]([F:26])([F:27])[F:10])[N:7]=[C:2]([NH2:1])[N:3]=1 |f:2.3|. Run in O1CCOCC1 (dioxane). The reactants are C(OCC)(=O)Cl (ethyl carbonochloridate), C(OCC)(=O)Cl (ethyl carbonochloridate), 76, C1(=CC=CC=C1)CN1CCC(CC1)CC1=NC2=C(N1CC=1C=NC=CC1)C=CC=C2 (2-[[1-(phenylmethyl)-4-piperidinyl]methyl]-1-(3-pyridinylmethyl)-1H-benzimidazole). Run in CC1=CC=CC=C1 (methylbenzene). Reaction conditions: time 2 hour. Product: 35.6, N1=CC(=CC=C1)CN1C(=NC2=C1C=CC=C2)CC2CCN(CC2)C(=O)OCC (ethyl 4-[[1-(3-pyridinylmethyl)-1H-benzimidazol-2-yl]methyl]-1-piperidinecarboxylate). The yield is 50.0%. Reaction SMILES: C1(C[N:8]2[CH2:13][CH2:12][CH:11]([CH2:14][C:15]3[N:19]([CH2:20][C:21]4[CH:22]=[N:23][CH:24]=[CH:25][CH:26]=4)[C:18]4[CH:27]=[CH:28][CH:29]=[CH:30][C:17]=4[N:16]=3)[CH2:10][CH2:9]2)C=CC=CC=1.[C:31](Cl)(=[O:35])[O:32][CH2:33][CH3:34]>CC1C=CC=CC=1>[N:23]1[CH:24]=[CH:25][CH:26]=[C:21]([CH2:20][N:19]2[C:18]3[CH:27]=[CH:28][CH:29]=[CH:30][C:17]=3[N:16]=[C:15]2[CH2:14][CH:11]2[CH2:12][CH2:13][N:8]([C:31]([O:32][CH2:33][CH3:34])=[O:35])[CH2:9][CH2:10]2)[CH:22]=1. Reported procedure: To a stirred mixture of 76 parts of 2-[[1-(phenylmethyl)-4-piperidinyl]methyl]-1-(3-pyridinylmethyl)-1H-benzimidazole and 360 parts of methylbenzene were added dropwise 41 parts of ethyl carbonochloridate. Upon completion, stirring was continued for 2 hours at reflux. Another portion of 5 parts of ethyl carbonochloridate was added dropwise. Upon completion, stirring was continued for 2 hours at reflux. After cooling, the organic layer was washed with a sodium carbonate solution, dried, filtered ... The reactants are Cc1ccccc1CSc1cccc[n+]1[O-], ClC(Cl)Cl, O=C(OO)c1cccc(Cl)c1. Yields the product Cc1ccccc1CS(=O)c1cccc[n+]1[O-]. Reaction SMILES: [CH3:1][c:2]1[c:3]([CH2:8][S:9][c:10]2[n+:11]([O-:16])[cH:12][cH:13][cH:14][cH:15]2)[cH:4][cH:5][cH:6][cH:7]1.[CH:28]([Cl:29])([Cl:30])[Cl:31].[OH:17][O:18][C:19]([c:20]1[cH:21][c:22]([Cl:23])[cH:24][cH:25][cH:26]1)=[O:27]>>[CH3:1][c:2]1[c:3]([CH2:8][S:9]([c:10]2[n+:11]([O-:16])[cH:12][cH:13][cH:14][cH:15]2)=[O:17])[cH:4][cH:5][cH:6][cH:7]1. Reactants: C(=C)C(=O)C (Methyl vinyl ketone), ClC1=C(C=C(C=C1)Cl)NC(C(C)(C)N)=O (N-(2,5-dichlorophenyl)-2-aminoisobutyramide). The solvent is O1CCCC1 (tetrahydrofuran). Product: ClC1=C(C=C(C=C1)Cl)NC(C(C)(C)NCCC(C)=O)=O (N-(2,5-dichlorophenyl)-2-(3-oxobutylamino)isobutyramide). Yield: 97.4%. RXN SMILES: [CH:1]([C:3]([CH3:5])=[O:4])=[CH2:2].[Cl:6][C:7]1[CH:12]=[CH:11][C:10]([Cl:13])=[CH:9][C:8]=1[NH:14][C:15](=[O:20])[C:16]([NH2:19])([CH3:18])[CH3:17]>O1CCCC1>[Cl:6][C:7]1[CH:12]=[CH:11][C:10]([Cl:13])=[CH:9][C:8]=1[NH:14][C:15](=[O:20])[C:16]([NH:19][CH2:2][CH2:1][C:3](=[O:4])[CH3:5])([CH3:17])[CH3:18]. Reported procedure: Methyl vinyl ketone (1.02 g) was added to a solution of N-(2,5-dichlorophenyl)-2-aminoisobutyramide (2.4 g) in tetrahydrofuran (10 mL) and the mixture was heated at reflux for 30 hours. After distilling off the solvent under reduced pressure, 3 g of N-(2,5-dichlorophenyl)-2-(3-oxobutylamino)isobutyramide was obtained. Yields the product CCc1c(CNC)[nH]c2ccccc12. RXN SMILES: [Al+3:17].[CH2:1]([CH3:2])[c:3]1[c:4]([C:12](=[O:13])[NH:14][CH3:15])[nH:5][c:6]2[cH:7][cH:8][cH:9][cH:10][c:11]12.[H-:16].[H-:19].[H-:20].[H-:21].[Li+:18].[O:22]1[CH2:23][CH2:24][O:25][CH2:26][CH2:27]1>>[CH2:1]([CH3:2])[c:3]1[c:4]([CH2:12][NH:14][CH3:15])[nH:5][c:6]2[cH:7][cH:8][cH:9][cH:10][c:11]12. Reactants: [Al+3], CCc1c(C(=O)NC)[nH]c2ccccc12, [H-], [H-], [H-], [H-], [Li+], C1COCCO1. Product: CCOC(=O)c1cnc2[nH]ccc2c1Cl. Reaction SMILES: [CH2:27]([N+:28]([CH2:29][CH2:30][CH2:31][CH3:32])([CH2:33][CH2:34][CH2:35][CH3:36])[CH2:37][CH2:38][CH2:39][CH3:40])[CH2:41][CH2:42][CH3:43].[CH2:44]1[O:45][CH2:46][CH2:47][CH2:48]1.[Cl:1][c:2]1[c:3]2[c:4]([n:5][cH:6][c:7]1[C:8](=[O:9])[O:10][CH2:11][CH3:12])[n:13]([Si:16]([CH:17]([CH3:18])[CH3:19])([CH:20]([CH3:21])[CH3:22])[CH:23]([CH3:24])[CH3:25])[cH:14][cH:15]2.[F-:26]>>[Cl:1][c:2]1[c:3]2[c:4]([n:5][cH:6][c:7]1[C:8](=[O:9])[O:10][CH2:11][CH3:12])[nH:13][cH:14][cH:15]2. Starting materials: CCCC[N+](CCCC)(CCCC)CCCC, C1CCOC1, CCOC(=O)c1cnc2c(ccn2[Si](C(C)C)(C(C)C)C(C)C)c1Cl, [F-]. Starting materials: ClC(C=1C=C2C(=CC(N(C2=CC1)C)=O)C1=CC(=CC=C1)Cl)(C1=CN=CN1C)C1=COC=C1 (6-[chloro-3-furanyl(1-methyl-1H-imidazol-5-yl)methyl]-4-(3-chlorophenyl)-1-methyl-2(1H)-quinolinone), CC(C)O.N (2-Propanol NH3). As a reaction SMILES: Cl[C:2]([C:28]1[CH:32]=[CH:31][O:30][CH:29]=1)([C:22]1[N:26]([CH3:27])[CH:25]=[N:24][CH:23]=1)[C:3]1[CH:4]=[C:5]2[C:10](=[CH:11][CH:12]=1)[N:9]([CH3:13])[C:8](=[O:14])[CH:7]=[C:6]2[C:15]1[CH:20]=[CH:19][CH:18]=[C:17]([Cl:21])[CH:16]=1.CC(O)C.[NH3:37]>C1COCC1>[NH2:37][C:2]([C:28]1[CH:32]=[CH:31][O:30][CH:29]=1)([C:22]1[N:26]([CH3:27])[CH:25]=[N:24][CH:23]=1)[C:3]1[CH:4]=[C:5]2[C:10](=[CH:11][CH:12]=1)[N:9]([CH3:13])[C:8](=[O:14])[CH:7]=[C:6]2[C:15]1[CH:20]=[CH:19][CH:18]=[C:17]([Cl:21])[CH:16]=1 |f:1.2|. Procedure: A mixture of 6-[chloro-3-furanyl(1-methyl-1H-imidazol-5-yl)methyl]-4-(3-chlorophenyl)-1-methyl-2(1H)-quinolinone (obtained in stage b) (0.0045 mol) in THF (30 ml) was cooled to 5° C. 2-Propanol-NH3 saturated (30 ml) was added dropwise quickly. The mixture was stirred at room temperature for 1 hour. The solvent was evaporated till dryness. The residue was taken up in DCM and water and the mixture was decanted. The organic layer was dried (MgSO4), filtered and the solvent was evaporated till dryne... Conditions: temperature 5 celsius, time 1 hour. The yield is 27.5%. The solvent is C1CCOC1 (THF). The product is NC(C=1C=C2C(=CC(N(C2=CC1)C)=O)C1=CC(=CC=C1)Cl)(C1=CN=CN1C)C1=COC=C1 ((±)-6-[amino-3-furanyl(1-methyl-1H-imidazol-5-yl)methyl]-4-(3-chlorophenyl)-1-methyl-2(1H)-quinolinone).